Dataset: the Open Reaction Database (ORD), a public repository of structured organic reaction records. Task: describe an organic reaction: reactants, conditions, products, and yield Starting materials: CN(C)C, CN(C)C=O, COc1ccc(C(=O)Nc2cccc(O)c2NC(=O)c2ccc(N3CCCN(C)CC3)cc2)cc1, O=S(=O)=O. The product is COc1ccc(C(=O)Nc2cccc(OS(=O)(=O)O)c2NC(=O)c2ccc(N3CCCN(C)CC3)cc2)cc1. RXN SMILES: [CH3:40][N:41]([CH3:42])[CH3:43].[CH3:44][N:45]([CH3:46])[CH:47]=[O:48].[OH:1][c:2]1[c:3]([NH:19][C:20]([c:21]2[cH:22][cH:23][c:24]([N:27]3[CH2:28][CH2:29][N:30]([CH3:34])[CH2:31][CH2:32][CH2:33]3)[cH:25][cH:26]2)=[O:35])[c:4]([NH:8][C:9]([c:10]2[cH:11][cH:12][c:13]([O:16][CH3:17])[cH:14][cH:15]2)=[O:18])[cH:5][cH:6][cH:7]1.[S:36](=[O:37])(=[O:38])=[O:39]>>[O:1]([c:2]1[c:3]([NH:19][C:20]([c:21]2[cH:22][cH:23][c:24]([N:27]3[CH2:28][CH2:29][N:30]([CH3:34])[CH2:31][CH2:32][CH2:33]3)[cH:25][cH:26]2)=[O:35])[c:4]([NH:8][C:9]([c:10]2[cH:11][cH:12][c:13]([O:16][CH3:17])[cH:14][cH:15]2)=[O:18])[cH:5][cH:6][cH:7]1)[S:36](=[O:37])(=[O:38])[OH:39].